This data is from the Open Reaction Database (ORD), a public repository of structured organic reaction records. The task is: describe an organic reaction: reactants, conditions, products, and yield The reactants are O=C(O)c1ccc(C2=NOC(c3cc(Cl)cc(Cl)c3)(C(F)(F)F)C2)c2cccn12, NCc1ccc2c(c1)B(O)OC2. Product: O=C(NCc1ccc2c(c1)B(O)OC2)c1ccc(C2=NOC(c3cc(Cl)cc(Cl)c3)(C(F)(F)F)C2)c2cccn12. RXN SMILES: [Cl:1][c:2]1[cH:3][c:4]([C:9]2([C:26]([F:27])([F:28])[F:29])[CH2:10][C:11]([c:14]3[cH:15][cH:16][c:17]([C:23](=[O:24])[OH:25])[n:18]4[cH:19][cH:20][cH:21][c:22]34)=[N:12][O:13]2)[cH:5][c:6]([Cl:8])[cH:7]1.[NH2:30][CH2:31][c:32]1[cH:33][cH:34][c:35]2[c:36]([cH:41]1)[B:37]([OH:40])[O:38][CH2:39]2>>[Cl:1][c:2]1[cH:3][c:4]([C:9]2([C:26]([F:27])([F:28])[F:29])[CH2:10][C:11]([c:14]3[cH:15][cH:16][c:17]([C:23](=[O:25])[NH:30][CH2:31][c:32]4[cH:33][cH:34][c:35]5[c:36]([cH:41]4)[B:37]([OH:40])[O:38][CH2:39]5)[n:18]4[cH:19][cH:20][cH:21][c:22]34)=[N:12][O:13]2)[cH:5][c:6]([Cl:8])[cH:7]1. Run in N1=CC=CC=C1 (pyridine). Procedure details: To a mixture of 8-amino-2,3,4,9-tetrahydro-1H-carbazol-1-one (1.20 g) and pyridine (20 mL) was added thiophene-2-sulfonyl chloride (1.30 g) at 0° C., and the mixture was stirred at room temperature for 2 hr. The reaction mixture was concentrated, 10% aqueous citric acid solution was added, and the resulting crystals were filtrated, washed with water and dried. The obtained crystals were subjected to silica gel column chromatography and the title compound (1.94 g, yield 86%) was obtained as color... Reactants: NC=1C=CC=C2C=3CCCC(C3NC12)=O (8-amino-2,3,4,9-tetrahydro-1H-carbazol-1-one), S1C(=CC=C1)S(=O)(=O)Cl (thiophene-2-sulfonyl chloride). Yields the product O=C1CCCC=2C3=CC=CC(=C3NC12)NS(=O)(=O)C=1SC=CC1 (N-(1-Oxo-2,3,4,9-tetrahydro-1H-carbazol-8-yl) thiophene-2-sulfonamide). Reaction conditions: time 2 hour. The yield is 93.4%. Reaction SMILES: [NH2:1][C:2]1[CH:3]=[CH:4][CH:5]=[C:6]2[C:14]=1[NH:13][C:12]1[C:11](=[O:15])[CH2:10][CH2:9][CH2:8][C:7]2=1.[S:16]1[CH:20]=[CH:19][CH:18]=[C:17]1[S:21](Cl)(=[O:23])=[O:22]>N1C=CC=CC=1>[O:15]=[C:11]1[C:12]2[NH:13][C:14]3[C:6](=[CH:5][CH:4]=[CH:3][C:2]=3[NH:1][S:21]([C:17]3[S:16][CH:20]=[CH:19][CH:18]=3)(=[O:23])=[O:22])[C:7]=2[CH2:8][CH2:9][CH2:10]1. Reactants: CO.O (MeOH H2O), C(C)(C)(C)OC(=O)C(C=O)(C(CC1=CC=CC=C1)N)OC(C)=O ([(tert-Butyloxy)carbonyl]-3-amino-2-acetoxy4-phenylbutanal), solution, C(C(C)C)[Mg]Cl (isobutylmagnesium chloride). The solvent is CCOCC (ether), C1CCOC1 (THF), CCOCC (ether). Conditions: temperature -70 celsius, time 2 hour. The product is C(C)(C)(C)OC(=O)N[C@@H](CC1=CC=CC=C1)[C@H]([C@H](CC(C)C)O)O ((2S,3R,4S)-N-[(tert-Butyloxy)carbonyl]-2-amino-1phenyl-3,4 -dihydroxy-6methvlheptane). RXN SMILES: C(OC([C:8]([O:20]C(=O)C)([CH:11]([NH2:19])[CH2:12][C:13]1[CH:18]=[CH:17][CH:16]=[CH:15][CH:14]=1)[CH:9]=[O:10])=O)(C)(C)C.[CH2:24]([Mg]Cl)[CH:25]([CH3:27])[CH3:26].[CH3:30][OH:31].[OH2:32]>C1COCC1.CCOCC>[C:25]([O:31][C:30]([NH:19][C@H:11]([C@@H:8]([OH:20])[C@@H:9]([OH:10])[CH2:12][CH:13]([CH3:18])[CH3:14])[CH2:12][C:13]1[CH:14]=[CH:15][CH:16]=[CH:17][CH:18]=1)=[O:32])([CH3:27])([CH3:26])[CH3:24] |f:2.3|. Procedure: The title compound of Step 1 was dissolved under nitrogen in 100 mL of dry THF and cooled to -70° C. To this solution was added 13 mL (26 mmol) of a 2.0M solution of isobutylmagnesium chloride in ether and the stirred mixture was allowed to warm to room temperature and stir for 2 hrs. After decomposition with MeOH/H2O the mixture was diluted with ether, washed with saturated NH4Cl solution twice and dried with magnesium sulfate and the solvents evaporated under vacuum. The residue was allowed to... The reactants are CC(C)N(C)C1CCC(NC(=O)CNC(=O)OCc2ccccc2)CC1, CO, [OH-], [OH-], [Pd+2]. Yields the product CC(C)N(C)C1CCC(NC(=O)CN)CC1. As a reaction SMILES: [CH2:1]([O:2][C:3](=[O:4])[NH:10][CH2:11][C:12]([NH:13][CH:14]1[CH2:15][CH2:16][CH:17]([N:20]([CH3:21])[CH:22]([CH3:23])[CH3:24])[CH2:18][CH2:19]1)=[O:25])[c:5]1[cH:6][cH:7][cH:8][cH:9][cH:26]1.[CH3:30][OH:31].[OH-:27].[OH-:28].[Pd+2:29]>>[NH2:10][CH2:11][C:12]([NH:13][CH:14]1[CH2:15][CH2:16][CH:17]([N:20]([CH3:21])[CH:22]([CH3:23])[CH3:24])[CH2:18][CH2:19]1)=[O:25]. The reactants are ClC1=NC=C(C=C1)C1=CC=C(C=C1)C(F)(F)F (2-chloro-5-(4-trifluoromethylphenyl)pyridine), N1(CCCCC1)CCCN1CCNCC1 (1-(3-piperidinopropyl)piperazine). Yields the product Cl.Cl.N1(CCCCC1)CCCN1CCN(CC1)C1=NC=C(C=C1)C1=CC=C(C=C1)C(F)(F)F (1-(3-Piperidin-1-ylpropyl)-4-[5-(4-trifluoromethylphenyl)pyridin-2-yl]piperazine, dihydrochloride). Reaction SMILES: [Cl:1][C:2]1[CH:7]=[CH:6][C:5]([C:8]2[CH:13]=[CH:12][C:11]([C:14]([F:17])([F:16])[F:15])=[CH:10][CH:9]=2)=[CH:4][N:3]=1.[N:18]1([CH2:24][CH2:25][CH2:26][N:27]2[CH2:32][CH2:31][NH:30][CH2:29][CH2:28]2)[CH2:23][CH2:22][CH2:21][CH2:20][CH2:19]1>>[ClH:1].[ClH:1].[N:18]1([CH2:24][CH2:25][CH2:26][N:27]2[CH2:28][CH2:29][N:30]([C:2]3[CH:7]=[CH:6][C:5]([C:8]4[CH:13]=[CH:12][C:11]([C:14]([F:17])([F:16])[F:15])=[CH:10][CH:9]=4)=[CH:4][N:3]=3)[CH2:31][CH2:32]2)[CH2:19][CH2:20][CH2:21][CH2:22][CH2:23]1 |f:2.3.4|. Procedure: The title compound was prepared by a similar procedure to that described in Example 1, starting from 2-chloro-5-(4-trifluoromethylphenyl)pyridine and 1-(3-piperidinopropyl)piperazine.